From a dataset of the Open Reaction Database (ORD), a public repository of structured organic reaction records. describe an organic reaction: reactants, conditions, products, and yield Reactants: O.O.C(C(=O)O)(=O)O (oxalic acid dihydrate), CC(C[C@@H](C(=O)N1CCN(CC1)CC1=C(C(=C(C=C1)OC)OC)OC)NC(=O)[C@@H]1[C@H](O1)C(=O)OCC)C (ethyl (2S,3S)-3-[(s)-3-methyl-1-{4-(2,3,4-trimethoxyphenylmethyl)-piperazine-1-yl carbonyl}butylcarbamoyl]oxirane-2-carboxylate). Run in CC(=O)C (acetone), CC(=O)C (acetone). The product is C(C(=O)[O-])(=O)[O-] (oxalate), CC(C[C@@H](C(=O)N1CCN(CC1)CC1=C(C(=C(C=C1)OC)OC)OC)NC(=O)[C@@H]1[C@H](O1)C(=O)OCC)C (ethyl (2S,3S)-3-[(s)-3-methyl-1-{4-(2,3,4-trimethoxyphenylmethyl)piperazine-1-yl carbonyl}butylcarbamoyl]oxirane-2-carboxylate). Yield: 84.0%. As a reaction SMILES: O.O.[C:3]([OH:8])(=[O:7])[C:4]([OH:6])=[O:5].[CH3:9][CH:10]([CH3:45])[CH2:11][C@H:12]([NH:34][C:35]([C@H:37]1[O:39][C@@H:38]1[C:40]([O:42][CH2:43][CH3:44])=[O:41])=[O:36])[C:13]([N:15]1[CH2:20][CH2:19][N:18]([CH2:21][C:22]2[CH:27]=[CH:26][C:25]([O:28][CH3:29])=[C:24]([O:30][CH3:31])[C:23]=2[O:32][CH3:33])[CH2:17][CH2:16]1)=[O:14]>CC(C)=O>[C:3]([O-:8])(=[O:7])[C:4]([O-:6])=[O:5].[CH3:9][CH:10]([CH3:45])[CH2:11][C@H:12]([NH:34][C:35]([C@H:37]1[O:39][C@@H:38]1[C:40]([O:42][CH2:43][CH3:44])=[O:41])=[O:36])[C:13]([N:15]1[CH2:20][CH2:19][N:18]([CH2:21][C:22]2[CH:27]=[CH:26][C:25]([O:28][CH3:29])=[C:24]([O:30][CH3:31])[C:23]=2[O:32][CH3:33])[CH2:17][CH2:16]1)=[O:14] |f:0.1.2|. Procedure details: An acetone solution (2 ml) of oxalic acid dihydrate (0.25 g) was added to an acetone solution (6 ml) of ethyl (2S,3S)-3-[(s)-3-methyl-1-{4-(2,3,4-trimethoxyphenylmethyl)-piperazine-1-yl carbonyl}butylcarbamoyl]oxirane-2-carboxylate (1.04 g), and the crystal which had precipitated was collected by filtration and dried to yield 1.03 g of an oxalate of ethyl (2S,3S)-3-[(s)-3-methyl-1-{4-(2,3,4-trimethoxyphenylmethyl)piperazine-1-yl carbonyl}butylcarbamoyl]oxirane-2-carboxylate as a colorless crysta... The reactants are O=C(Br)CBr, CN(C)c1ccccc1, CCOC(C)=O, NCC(F)(F)C(F)(F)F. The product is O=C(CBr)NCC(F)(F)C(F)(F)F. Reaction SMILES: [Br:19][CH2:20][C:21](=[O:22])[Br:23].[CH3:10][N:11]([c:12]1[cH:13][cH:14][cH:15][cH:16][cH:17]1)[CH3:18].[CH3:24][CH2:25][O:26][C:27](=[O:28])[CH3:29].[F:1][C:2]([CH2:3][NH2:4])([C:5]([F:6])([F:7])[F:8])[F:9]>>[F:1][C:2]([CH2:3][NH:4][C:21]([CH2:20][Br:19])=[O:22])([C:5]([F:6])([F:7])[F:8])[F:9]. The reactants are Nc1ccc(Br)cc1F, ClCCl, CCOC(=O)Cl, c1ccncc1. The product is CCOC(=O)Nc1ccc(Br)cc1F. Reaction SMILES: [Br:7][c:8]1[cH:9][c:10]([F:15])[c:11]([NH2:12])[cH:13][cH:14]1.[CH2:22]([Cl:23])[Cl:24].[Cl:1][C:2](=[O:3])[O:4][CH2:5][CH3:6].[cH:16]1[cH:17][cH:18][n:19][cH:20][cH:21]1>>[C:2](=[O:3])([O:4][CH2:5][CH3:6])[NH:12][c:11]1[c:10]([F:15])[cH:9][c:8]([Br:7])[cH:14][cH:13]1. The product is CC1(C(O)CNCc2ccccc2)OCCO1. Reaction SMILES: [CH2:1]([O:2][C:3](=[O:4])[N:7]([CH2:8][c:9]1[cH:10][cH:11][cH:12][cH:13][cH:14]1)[CH2:15][CH:16]([OH:17])[C:18]1([CH3:23])[O:19][CH2:20][CH2:21][O:22]1)[CH:5]=[CH2:6].[CH2:43]1[NH:44][CH2:45][CH2:46][O:47][CH2:48]1.[O:49]1[CH2:50][CH2:51][CH2:52][CH2:53]1.[c:24]1([P:25]([c:26]2[cH:27][cH:28][cH:29][cH:30][cH:31]2)[c:32]2[cH:33][cH:34][cH:35][cH:36][cH:37]2)[cH:38][cH:39][cH:40][cH:41][cH:42]1.[cH:54]1[cH:55][cH:56][c:57]([P:58]([Pd:59]([P:60]([c:61]2[cH:62][cH:63][cH:64][cH:65][cH:66]2)([c:67]2[cH:68][cH:69][cH:70][cH:71][cH:72]2)[c:73]2[cH:74][cH:75][cH:76][cH:77][cH:78]2)([P:79]([c:80]2[cH:81][cH:82][cH:83][cH:84][cH:85]2)([c:86]2[cH:87][cH:88][cH:89][cH:90][cH:91]2)[c:92]2[cH:93][cH:94][cH:95][cH:96][cH:97]2)[P:98]([c:99]2[cH:100][cH:101][cH:102][cH:103][cH:104]2)([c:105]2[cH:106][cH:107][cH:108][cH:109][cH:110]2)[c:111]2[cH:112][cH:113][cH:114][cH:115][cH:116]2)([c:117]2[cH:118][cH:119][cH:120][cH:121][cH:122]2)[c:123]2[cH:124][cH:125][cH:126][cH:127][cH:128]2)[cH:129][cH:130]1>>[NH:7]([CH2:8][c:9]1[cH:10][cH:11][cH:12][cH:13][cH:14]1)[CH2:15][CH:16]([OH:17])[C:18]1([CH3:23])[O:19][CH2:20][CH2:21][O:22]1. Starting materials: C=CCOC(=O)N(Cc1ccccc1)CC(O)C1(C)OCCO1, C1COCCN1, C1CCOC1, c1ccc(P(c2ccccc2)c2ccccc2)cc1, c1ccc(P(c2ccccc2)(c2ccccc2)[Pd](P(c2ccccc2)(c2ccccc2)c2ccccc2)(P(c2ccccc2)(c2ccccc2)c2ccccc2)P(c2ccccc2)(c2ccccc2)c2ccccc2)cc1. Starting materials: ClC1=CC=C(C=C1)N=C1SC2=C(C(N1CC#N)=O)C=CC=N2 ([2-[(4-chlorophenyl)imino]-2,3-dihydro-4-oxo-4H-pyrido[3,2-e]-1,3-thiazin-3-yl]acetonitrile), CN(C)C=O (DMF), [N-]=[N+]=[N-].[Na+] (sodium azide), [Cl-].[NH4+] (ammonium chloride). Run in O (water). Yields the product ClC1=CC=C(C=C1)N=C1SC2=C(C(N1CC1=NN=NN1)=O)C=CC=N2 (2-((4-chlorophenyl)imino]-3-(1H-tetrazol-5-ylmethyl)-4H-pyrido[3,2-e]-1,3-thiazin-4-one). RXN SMILES: [Cl:1][C:2]1[CH:7]=[CH:6][C:5]([N:8]=[C:9]2[N:14]([CH2:15][C:16]#[N:17])[C:13](=[O:18])[C:12]3[CH:19]=[CH:20][CH:21]=[N:22][C:11]=3[S:10]2)=[CH:4][CH:3]=1.CN(C=O)C.[N-:28]=[N+:29]=[N-:30].[Na+].[Cl-].[NH4+]>O>[Cl:1][C:2]1[CH:7]=[CH:6][C:5]([N:8]=[C:9]2[N:14]([CH2:15][C:16]3[NH:30][N:29]=[N:28][N:17]=3)[C:13](=[O:18])[C:12]3[CH:19]=[CH:20][CH:21]=[N:22][C:11]=3[S:10]2)=[CH:4][CH:3]=1 |f:2.3,4.5|. Procedure: A mixture of 658 mg (2 mmol) of [2-[(4-chlorophenyl)imino]-2,3-dihydro-4-oxo-4H-pyrido[3,2-e]-1,3-thiazin-3-yl]acetonitrile and 8 ml of DMF was put in a 50 ml flask. To the mixture were then added 1.30 g of sodium azide and 1.07 g of ammonium chloride with stirring. The mixture was then stirred at a temperature of 120° C. for 4 hours. The resulting reaction mixture was allowed to cool, poured into water, and then extracted with ethyl acetate. The resulting organic phase was separated, washed wit... Starting materials: N[C@@H](CC1=CC(=C(C=C1)O)C(C)(C)C)C(=O)OC (Tyr(3-tBu)-OMe), solution, CN (methylamine), [C-]#N.[Na+] (sodium cyanide). The solvent is CO (methanol), CO (methanol). Reaction conditions: time 4 hour. The product is N[C@@H](CC1=CC(=C(C=C1)O)C(C)(C)C)C(=O)NC (Tyr(3-tBu)-NHMe). RXN SMILES: [NH2:1][C@H:2]([C:15]([O:17]C)=O)[CH2:3][C:4]1[CH:9]=[CH:8][C:7]([OH:10])=[C:6]([C:11]([CH3:14])([CH3:13])[CH3:12])[CH:5]=1.[CH3:19][NH2:20].[C-]#N.[Na+]>CO>[NH2:1][C@H:2]([C:15]([NH:20][CH3:19])=[O:17])[CH2:3][C:4]1[CH:9]=[CH:8][C:7]([OH:10])=[C:6]([C:11]([CH3:14])([CH3:13])[CH3:12])[CH:5]=1 |f:2.3|. Procedure details: To a solution of 10.6 g (42.0 mmol) of Tyr(3-tBu)-OMe in 80 ml of methanol, 80 ml of a solution of 40% methylamine in methanol and 0.41 g of sodium cyanide were added and the mixture was stirred at room temperature for 4 hours. The reaction mixture was concentrated under reduced pressure and the resulting residue was dissolved in methylene chloride, followed by washing first with water, then with saturated brine. The organic layer was dried with anhydrous sodium sulfate and concentrated under re... Product: Cl(=O)(=O)[O-].[NH4+] (ammonium chlorate), C([O-])(O)=O.[Na+] (sodium bicarbonate). Starting materials: C([O-])(O)=O.[NH4+] (ammonium bicarbonate), Cl(=O)(=O)[O-].[Na+] (sodium chlorate). RXN SMILES: [C:1](=[O:4])([OH:3])[O-:2].[NH4+:5].[Cl:6]([O-:9])(=[O:8])=[O:7].[Na+:10]>>[Cl:6]([O-:9])(=[O:8])=[O:7].[NH4+:5].[C:1](=[O:2])([OH:4])[O-:3].[Na+:10] |f:0.1,2.3,4.5,6.7|. Procedure details: The method of claim 10 further including the step of reacting the ammonium bicarbonate with sodium chlorate to produce ammonium chlorate and sodium bicarbonate. Solvent: CN(C=O)C (dimethylformamide). Procedure: 1-(4-Fluorophenyl)-3-methylpyrazole-4-carboxylic acid (1.0 g), 5-amino-2-(4-hydroxypiperidin-1-yl)benzonitrile (1.0 g), 1-hydroxybenzotriazole (0.7 g) and 1-ethyl-3-(3′dimethylaminopropyl)carbodiimide (1.0 g) were added to dimethylformamide (20 ml) and the mixture was stirred at room temperature for 5 h. The reaction mixture was treated with aqueous potassium carbonate solution and extracted with ethyl acetate. The organic layer was washed with saturated brine and dried over anhydrous magnesium ... Run at time 5 hour. Product: C(#N)C=1C=C(C=CC1N1CCC(CC1)O)NC(=O)C=1C(=NN(C1)C1=CC=C(C=C1)F)C (N-[3-Cyano-4-(4-hydroxypiperidin-1-yl)phenyl)-1-(4-fluorophenyl)-3-methylpyrazole-4-carboxamide). Yield: 36.7%. Reaction SMILES: [F:1][C:2]1[CH:7]=[CH:6][C:5]([N:8]2[CH:12]=[C:11]([C:13]([OH:15])=O)[C:10]([CH3:16])=[N:9]2)=[CH:4][CH:3]=1.[NH2:17][C:18]1[CH:19]=[CH:20][C:21]([N:26]2[CH2:31][CH2:30][CH:29]([OH:32])[CH2:28][CH2:27]2)=[C:22]([CH:25]=1)[C:23]#[N:24].ON1C2C=CC=CC=2N=N1.C(N=C=NCCCN(C)C)C.C(=O)([O-])[O-].[K+].[K+]>CN(C)C=O>[C:23]([C:22]1[CH:25]=[C:18]([NH:17][C:13]([C:11]2[C:10]([CH3:16])=[N:9][N:8]([C:5]3[CH:4]=[CH:3][C:2]([F:1])=[CH:7][CH:6]=3)[CH:12]=2)=[O:15])[CH:19]=[CH:20][C:21]=1[N:26]1[CH2:31][CH2:30][CH:29]([OH:32])[CH2:28][CH2:27]1)#[N:24] |f:4.5.6|. The reactants are FC1=CC=C(C=C1)N1N=C(C(=C1)C(=O)O)C (1-(4-Fluorophenyl)-3-methylpyrazole-4-carboxylic acid), NC=1C=CC(=C(C#N)C1)N1CCC(CC1)O (5-amino-2-(4-hydroxypiperidin-1-yl)benzonitrile), ON1N=NC2=C1C=CC=C2 (1-hydroxybenzotriazole), C(C)N=C=NCCCN(C)C (1-ethyl-3-(3′dimethylaminopropyl)carbodiimide), C([O-])([O-])=O.[K+].[K+] (potassium carbonate). Starting materials: COc1ccccc1N1CCN(CCO)CC1, O=CCCCNC(=O)c1ccccc1. The product is COc1ccccc1N1CCN(CC=O)CC1. As a reaction SMILES: [CH3:1][O:2][c:3]1[c:4]([N:9]2[CH2:10][CH2:11][N:12]([CH2:15][CH2:16][OH:17])[CH2:13][CH2:14]2)[cH:5][cH:6][cH:7][cH:8]1.[O:18]=[CH:19][CH2:20][CH2:21][CH2:22][NH:23][C:24](=[O:25])[c:26]1[cH:27][cH:28][cH:29][cH:30][cH:31]1>>[CH3:1][O:2][c:3]1[c:4]([N:9]2[CH2:10][CH2:11][N:12]([CH2:15][CH:16]=[O:17])[CH2:13][CH2:14]2)[cH:5][cH:6][cH:7][cH:8]1.